From a dataset of the Open Reaction Database (ORD), a public repository of structured organic reaction records. describe an organic reaction: reactants, conditions, products, and yield The reactants are CCN(CC)CCO, ClCCl, CCOC(=O)N=NC(=O)OCC, COc1cc2c(Oc3ccc4[nH]c(C)cc4c3)ncnc2cc1O, c1ccc(P(c2ccccc2)c2ccccc2)cc1. Product: CCN(CC)CCOc1cc2ncnc(Oc3ccc4[nH]c(C)cc4c3)c2cc1OC. RXN SMILES: [CH2:20]([CH3:21])[N:22]([CH2:23][CH2:24][OH:25])[CH2:26][CH3:27].[CH2:64]([Cl:65])[Cl:66].[O:52]=[C:53]([O:54][CH2:55][CH3:56])[N:57]=[N:58][C:59]([O:60][CH2:61][CH3:62])=[O:63].[OH:28][c:29]1[c:30]([O:50][CH3:51])[cH:31][c:32]2[c:33]([O:39][c:40]3[cH:41][c:42]4[cH:43][c:44]([CH3:49])[nH:45][c:46]4[cH:47][cH:48]3)[n:34][cH:35][n:36][c:37]2[cH:38]1.[c:1]1([P:2]([c:3]2[cH:4][cH:5][cH:6][cH:7][cH:8]2)[c:9]2[cH:10][cH:11][cH:12][cH:13][cH:14]2)[cH:15][cH:16][cH:17][cH:18][cH:19]1>>[CH2:20]([CH3:21])[N:22]([CH2:23][CH2:24][O:25][c:29]1[c:30]([O:50][CH3:51])[cH:31][c:32]2[c:33]([O:39][c:40]3[cH:41][c:42]4[cH:43][c:44]([CH3:49])[nH:45][c:46]4[cH:47][cH:48]3)[n:34][cH:35][n:36][c:37]2[cH:38]1)[CH2:26][CH3:27].